The task is: describe an organic reaction: reactants, conditions, products, and yield. This data is from the Open Reaction Database (ORD), a public repository of structured organic reaction records. Starting materials: C(C)(=O)N[C@]1(CNC[C@@H]1CCCB1OC(C(O1)(C)C)(C)C)C(=O)NC(C)(C)C ((3R,4S)-3-acetamido-N-tert-butyl-4-(3-(4,4,5,5-tetramethyl-1,3,2-dioxaborolan-2-yl)propyl)pyrrolidine-3-carboxamide), C(=O)(OC(C)(C)C)N1CC2=CC=CCC2CC1C=O (N-BOC-tetrahydroisoquinoline-3-carboxaldehyde), S(=O)(=O)([O-])[O-].[Na+].[Na+] (sodium sulfate), C(C)(=O)O (acetic acid), C(C)(=O)O[BH-](OC(C)=O)OC(C)=O.[Na+] (sodium triacetoxyborohydride), C([O-])([O-])=O.[Na+].[Na+] (sodium carbonate). Run in ClCCCl (1,2-dichloroethane). Conditions: time 3 hour. Product: N[C@]1(CN(C[C@@H]1CCCB(O)O)C[C@H]1NCC2=CC=CC=C2C1)C(=O)O ((3R,4S)-3-amino-4-(3-boronopropyl)-1-(((S)-1,2,3,4-tetrahydroisoquinolin-3-yl)methyl)pyrrolidine-3-caboxylic acid). Isolated yield 80.8%. As a reaction SMILES: C([NH:4][C@:5]1([C:22](NC(C)(C)C)=[O:23])[C@@H:9]([CH2:10][CH2:11][CH2:12][B:13]2[O:17]C(C)(C)C(C)(C)[O:14]2)[CH2:8][NH:7][CH2:6]1)(=O)C.C([N:36]1[CH:45]([CH:46]=O)[CH2:44][CH:43]2[C:38](=[CH:39][CH:40]=[CH:41][CH2:42]2)[CH2:37]1)(OC(C)(C)C)=O.S([O-])([O-])(=O)=[O:49].[Na+].[Na+].C(O)(=O)C.C(O[BH-](OC(=O)C)OC(=O)C)(=O)C.[Na+].C(=O)([O-])[O-].[Na+].[Na+]>ClCCCl>[NH2:4][C@:5]1([C:22]([OH:23])=[O:49])[C@@H:9]([CH2:10][CH2:11][CH2:12][B:13]([OH:14])[OH:17])[CH2:8][N:7]([CH2:46][C@@H:45]2[CH2:44][C:43]3[C:38](=[CH:39][CH:40]=[CH:41][CH:42]=3)[CH2:37][NH:36]2)[CH2:6]1 |f:2.3.4,6.7,8.9.10|. Procedure: A stirred solution of (3R,4S)-3-acetamido-N-tert-butyl-4-(3-(4,4,5,5-tetramethyl-1,3,2-dioxaborolan-2-yl)propyl)pyrrolidine-3-carboxamide (Example 8, step 4) (198 mg, 0.5 mmol) and N-BOC-tetrahydroisoquinoline-3-carboxaldehyde (0.196 g, 0.75 mmol) in anhydrous 1,2-dichloroethane (5 mL) was treated with anhydrous sodium sulfate (1 g) and glacial acetic acid (30 mg, 0.5 mmol), stirred at room temperature for 3 h, then cooled to room temperature and treated with sodium triacetoxyborohydride (212 mg... The reactants are S1C=CC=2CNCCC21 (4,5,6,7-tetrahydro-thieno[3,2-c]pyridine), Cl (hydrochloric acid), [H-].[Na+] (sodium hydride), ClC1=C(CCl)C=CC=C1 (o-chlorobenzyl chloride). Solvent: C1(=CC=CC=C1)C (toluene), C1CCOC1 (THF), C1CCOC1 (THF). Run at time 30 minute. Product: C=1C=CC(=C(C1)CN2CCC3=C(C=CS3)C2)Cl (Ticlopidine). RXN SMILES: [H-].[Na+].[S:3]1[C:11]2[CH2:10][CH2:9][NH:8][CH2:7][C:6]=2[CH:5]=[CH:4]1.[Cl:12][C:13]1[CH:20]=[CH:19][CH:18]=[CH:17][C:14]=1[CH2:15]Cl.Cl>C1COCC1.C1(C)C=CC=CC=1>[CH:18]1[CH:19]=[CH:20][C:13]([Cl:12])=[C:14]([CH2:15][N:8]2[CH2:7][C:6]3[CH:5]=[CH:4][S:3][C:11]=3[CH2:10][CH2:9]2)[CH:17]=1 |f:0.1|. Procedure: To a suspension of sodium hydride (0.42 g, 8.6 mmole) in THF (5.0 ml) is added a solution of 4,5,6,7-tetrahydro-thieno[3,2-c]pyridine (1.0 g, 7.2 mmole), prepared, for example, as described in Example A-2, in THF (10 ml). The mixture is stirred under a nitrogen atmosphere at room temperature for 30 minutes and o-chlorobenzyl chloride (1.74 g, 10.8 mmole) is added. After stirring at room temperature for 90 minutes, toluene (15 ml) is added and the mixture is heated to reflux for 15 to 20 hours. D... Starting materials: CN(C=O)C (N,N-dimethylformamide), C(C)(C)[N-]C(C)C.[Li+] (lithium diisopropylamide), Cl.ClC=1C=NC=C(C1)Cl (3,5-dichloropyridine hydrochloride), C(CCC)[Li] (n-butyl lithium), C(C)(C)NC(C)C (diisopropylamine). The solvent is O (water), O1CCCC1 (tetrahydrofuran). Run at temperature -60 celsius, time 30 minute. Yields the product ClC=1C=NC=C(C1C=O)Cl (3,5-Dichloropyridine-4-carboxaldehyde). Yield: 33.4%. RXN SMILES: C([N-]C(C)C)(C)C.[Li+].C([Li])CCC.C(NC(C)C)(C)C.Cl.[Cl:22][C:23]1[CH:24]=[N:25][CH:26]=[C:27]([Cl:29])[CH:28]=1.CN(C)[CH:32]=[O:33]>O1CCCC1.O>[Cl:22][C:23]1[CH:24]=[N:25][CH:26]=[C:27]([Cl:29])[C:28]=1[CH:32]=[O:33] |f:0.1,4.5|. Procedure: Form a solution of lithium diisopropylamide by the adding n-butyl lithium (37.5 mL, 0.06 mol, 1.6 M in hexanes) to diisopropylamine (8.40 mL, 0.06 mol) in tetrahydrofuran (200 mL) at −10 to−20° C. under a nitrogen atmosphere. Stir for 30 min., and cool to −60° C. Add 3,5-dichloropyridine hydrochloride (7.40 g, 0.05 mol) in small portions and stir for 1.5 hours at this temperature. Add N,N-dimethylformamide (7.75 mL, 0.10 mol) dropwise via syringe and stir for 1 hour near −60° C. Add water (200 m... Reactants: BrCC#C (3-bromopropine), [K].C1(C=2C(C(N1)=O)=CC=CC2)=O (phthalimide potassium salt). The solvent is CN(C)C=O (DMF). Run at temperature 70 celsius. The product is C(#CC)N1C(C2=CC=CC=C2C1=O)=O (2-propinyl-isoindolin-1,3-dione). As a reaction SMILES: Br[CH2:2][C:3]#[CH:4].[K].[C:6]1(=[O:16])[NH:10][C:9](=[O:11])[C:8]2=[CH:12][CH:13]=[CH:14][CH:15]=[C:7]12>CN(C=O)C>[C:4]([N:10]1[C:6](=[O:16])[C:7]2[C:8](=[CH:12][CH:13]=[CH:14][CH:15]=2)[C:9]1=[O:11])#[C:3][CH3:2] |f:1.2,^1:4|. Procedure details: 32.3 g (271 mmol) 3-bromopropine are dissolved in 150 ml DMF and 50.3 g (271 mmol) phthalimide potassium salt are added under ice cooling. The suspension is warmed at 70° C. for eight hours. The mixture is concentrated under a vacuum and the residue is distributed between acetic acid ethyl ester and water. The organic phase is dried over sodium sulfate and the solvent is removed under vacuum. The residue is crystallized from acetic acid ethyl ester: Yield 36.4 g (72%) colorless crystals. Starting materials: C1CCOC1, O=C(Cl)C1CCC(C(F)(F)F)CC1, N. The product is NC(=O)C1CCC(C(F)(F)F)CC1. As a reaction SMILES: [CH2:15]1[O:16][CH2:17][CH2:18][CH2:19]1.[F:1][C:2]([CH:3]1[CH2:4][CH2:5][CH:6]([C:9](=[O:10])[Cl:11])[CH2:7][CH2:8]1)([F:12])[F:13].[NH3:14]>>[F:1][C:2]([CH:3]1[CH2:4][CH2:5][CH:6]([C:9](=[O:10])[NH2:14])[CH2:7][CH2:8]1)([F:12])[F:13]. Starting materials: C(C)(C)(C)OC(=O)N1CCN(CCC1)C1=CC=C(C=C1)Cl (4-(4-Chloro-phenyl)-[1,4]diazepane-1-carboxylic acid tert-butyl ester), O1CCOCC1 (dioxane). Solvent: C(Cl)Cl (methylene chloride). Run at time 1 hour. Yields the product ClC1=CC=C(C=C1)N1CCNCCC1 (1-(4-Chloro-phenyl)-[1,4]diazepane). Isolated yield 47.5%. As a reaction SMILES: C(OC([N:8]1[CH2:14][CH2:13][CH2:12][N:11]([C:15]2[CH:20]=[CH:19][C:18]([Cl:21])=[CH:17][CH:16]=2)[CH2:10][CH2:9]1)=O)(C)(C)C.O1CCOCC1>C(Cl)Cl>[Cl:21][C:18]1[CH:17]=[CH:16][C:15]([N:11]2[CH2:12][CH2:13][CH2:14][NH:8][CH2:9][CH2:10]2)=[CH:20][CH:19]=1. Procedure details: The crude 4-(4-Chloro-phenyl)-[1,4]diazepane-1-carboxylic acid tert-butyl ester (3.10 g, 10.0 mmol) was dissolved in methylene chloride (1 mL) and treated with 4 N HCL/dioxane (10 mL, 40 mmol). The solution was stirred at rt for 1 hour. The reaction was concentrated in vacuo. The residue was diluted with saturated aqueous sodium bicarbonate (100 mL) and extracted with ethyl acetate (3×30 mL). The combined organics were washed with brine, dried over MgSO4, and evaporated to yield 1.00 g (48%) of ... The reactants are OC1=C(C=CC(=C1)O)C(C(CBr)C1=CC(=C(C=C1)O)O)=O (1-(2,4-dihydroxyphenyl)-2-(3′,4′-dihydroxyphenyl)-1-oxo-3-bromo-propane), product, C(C)(=O)[O-].[Na+] (sodium acetate). Run in CO (methanol). Run at temperature 60 celsius. Yields the product OC1=C(C=CC(=C1)O)C(C(=C)C1=CC(=C(C=C1)O)O)=O (1-(2,4-dihydroxyphenyl)-2-(3′,4′-dihydroxy-phenyl)-1-oxo-2-propene), OC1=CC=C2C(C(C(OC2=C1)C1=CC(=C(C=C1)O)O)C1=CC=CC=C1)=O (7-hydroxy-(3′,4′-dihydroxyphenyl)-2,3-dihydroisoflavone). As a reaction SMILES: [OH:1][C:2]1[CH:7]=[C:6]([OH:8])[CH:5]=[CH:4][C:3]=1[C:9](=[O:21])[CH:10]([C:13]1[CH:18]=[CH:17][C:16]([OH:19])=[C:15]([OH:20])[CH:14]=1)[CH2:11]Br.[C:22]([O-:25])(=O)[CH3:23].[Na+]>CO>[OH:1][C:2]1[CH:7]=[C:6]([OH:8])[CH:5]=[CH:4][C:3]=1[C:9](=[O:21])[C:10]([C:13]1[CH:18]=[CH:17][C:16]([OH:19])=[C:15]([OH:20])[CH:14]=1)=[CH2:11].[OH:8][C:6]1[CH:7]=[C:2]2[C:3]([C:9](=[O:21])[CH:10]([C:13]3[CH:18]=[CH:17][CH:16]=[CH:15][CH:14]=3)[CH:11]([C:4]3[CH:5]=[CH:23][C:22]([OH:25])=[C:2]([OH:1])[CH:3]=3)[O:1]2)=[CH:4][CH:5]=1 |f:1.2|. Procedure details: 0.157 g of 1-(2,4-dihydroxyphenyl)-2-(3′,4′-dihydroxyphenyl)-1-oxo-3-bromo-propane, the major product of step 3 in Example 3, and about 2 molar equivalents of sodium acetate ware mixed with 88 mL of methanol and heated at about 60° C. for 4 hours. After cooling, the mixture was acidified to pH 5 and the methanol was removed under reduced pressure. The residue was dissolved in ethyl acetate (50 mL) and the solution was washed with water and concentrated. The crude product was separated by column ...